Dataset: the Open Reaction Database (ORD), a public repository of structured organic reaction records. Task: describe an organic reaction: reactants, conditions, products, and yield Starting materials: COc1cc(N2CCC(N)C(C)(C)C2)ccc1[N+](=O)[O-], CO. The product is COc1cc(N2CCC(N)C(C)(C)C2)ccc1N. Reaction SMILES: [CH3:1][O:2][c:3]1[cH:4][c:5]([N:12]2[CH2:13][C:14]([CH3:19])([CH3:20])[CH:15]([NH2:18])[CH2:16][CH2:17]2)[cH:6][cH:7][c:8]1[N+:9]([O-:10])=[O:11].[CH3:21][OH:22]>>[CH3:1][O:2][c:3]1[cH:4][c:5]([N:12]2[CH2:13][C:14]([CH3:19])([CH3:20])[CH:15]([NH2:18])[CH2:16][CH2:17]2)[cH:6][cH:7][c:8]1[NH2:9]. Starting materials: Cl.C(C)(C)C=1C=C(C=CC1)[C@H](C)N ((S)-1-(3-isopropylphenyl)ethanamine hydrochloride), ClC1=C(C=C(CN2C(=C(C3=CC(=CC=C23)C(=O)O)C)C)C=C1)O[C@H](C(=O)OC)C(C)C ((S)-1-(4-chloro-3-((1-methoxy-3-methyl-1-oxobutan-2-yl)oxy)benzyl)-2,3-dimethyl-1H-indole-5-carboxylic acid). Product: ClC1=C(O[C@H](C(=O)OC)C(C)C)C=C(C=C1)CN1C(=C(C2=CC(=CC=C12)C(N[C@@H](C)C1=CC(=CC=C1)C(C)C)=O)C)C ((S)-Methyl 2-(2-chloro-5-((5-(((S)-1-(3-isopropylphenyl)ethyl)carbamoyl)-2,3-dimethyl-1H-indol-1-yl)methyl)phenoxy)-3-methylbutanoate). Reaction SMILES: Cl.[CH:2]([C:5]1[CH:6]=[C:7]([C@@H:11]([NH2:13])[CH3:12])[CH:8]=[CH:9][CH:10]=1)([CH3:4])[CH3:3].[Cl:14][C:15]1[CH:35]=[CH:34][C:18]([CH2:19][N:20]2[C:28]3[C:23](=[CH:24][C:25]([C:29](O)=[O:30])=[CH:26][CH:27]=3)[C:22]([CH3:32])=[C:21]2[CH3:33])=[CH:17][C:16]=1[O:36][C@@H:37]([CH:42]([CH3:44])[CH3:43])[C:38]([O:40][CH3:41])=[O:39]>>[Cl:14][C:15]1[CH:35]=[CH:34][C:18]([CH2:19][N:20]2[C:28]3[C:23](=[CH:24][C:25]([C:29](=[O:30])[NH:13][C@H:11]([C:7]4[CH:8]=[CH:9][CH:10]=[C:5]([CH:2]([CH3:4])[CH3:3])[CH:6]=4)[CH3:12])=[CH:26][CH:27]=3)[C:22]([CH3:32])=[C:21]2[CH3:33])=[CH:17][C:16]=1[O:36][C@@H:37]([CH:42]([CH3:43])[CH3:44])[C:38]([O:40][CH3:41])=[O:39] |f:0.1|. Procedure details: The title compound was prepared following the same protocol as described in Step 5, Example 36, using the (S)-1-(3-isopropylphenyl)ethanamine hydrochloride instead of the (S)-1-(3-cyclopropylphenyl)ethanamine hydrochloride and the (S)-1-(4-chloro-3-((1-methoxy-3-methyl-1-oxobutan-2-yl)oxy)benzyl)-2,3-dimethyl-1H-indole-5-carboxylic acid instead of the 1-(4-(2-methoxy-2-oxoethoxy)benzyl)-2,3-dimethyl-1H-indole-5-carboxylic acid. Starting materials: CS(C)=O, CC(C)OC(=O)C(OCc1ccccc1)C(C)(C)COS(=O)(=O)CCCCl, [N-]=[N+]=[N-], [Na+]. Product: CC(C)OC(=O)C(OCc1ccccc1)C(C)(C)COS(=O)(=O)CCCN=[N+]=[N-]. RXN SMILES: [CH3:32][S:33](=[O:34])[CH3:35].[Cl:1][CH2:2][CH2:3][CH2:4][S:5](=[O:6])(=[O:7])[O:8][CH2:9][C:10]([CH:11]([C:12](=[O:13])[O:14][CH:15]([CH3:16])[CH3:17])[O:18][CH2:19][c:20]1[cH:21][cH:22][cH:23][cH:24][cH:25]1)([CH3:26])[CH3:27].[N-:29]=[N+:30]=[N-:31].[Na+:28]>>[CH2:2]([CH2:3][CH2:4][S:5](=[O:6])(=[O:7])[O:8][CH2:9][C:10]([CH:11]([C:12](=[O:13])[O:14][CH:15]([CH3:16])[CH3:17])[O:18][CH2:19][c:20]1[cH:21][cH:22][cH:23][cH:24][cH:25]1)([CH3:26])[CH3:27])[N:29]=[N+:30]=[N-:31]. The reactants are O=C([O-])[O-], C=CCBr, CC(C)=O, [K+], [K+], O=Cc1ccc(O)cc1. Product: C=CCc1cc(C=O)ccc1O. As a reaction SMILES: [C:1](=[O:2])([O-:3])[O-:4].[CH2:16]([CH:17]=[CH2:18])[Br:19].[CH3:20][C:21](=[O:22])[CH3:23].[K+:5].[K+:6].[OH:7][c:8]1[cH:9][cH:10][c:11]([CH:12]=[O:13])[cH:14][cH:15]1>>[OH:7][c:8]1[c:9]([CH2:18][CH:17]=[CH2:16])[cH:10][c:11]([CH:12]=[O:13])[cH:14][cH:15]1. Reactants: CC(=O)OCC1OC(Br)C(OC(C)=O)C(OC(C)=O)C1OC(C)=O, CC(C)(C)OC(=O)NCCCO, [Cl-], [Cl-], [Cl-], ClCCl, [K+], C1COCCOCCOCCOCCOCCO1, [Zn+2]. Yields the product CC(=O)OCC1OC(O)(CCCNC(=O)OC(C)(C)C)C(OC(C)=O)C(OC(C)=O)C1OC(C)=O. As a reaction SMILES: [C:1]([CH3:2])(=[O:3])[O:4][CH:5]1[CH:6]([Br:24])[O:7][CH:8]([CH2:19][O:20][C:21]([CH3:22])=[O:23])[CH:9]([O:15][C:16]([CH3:17])=[O:18])[CH:10]1[O:11][C:12]([CH3:13])=[O:14].[C:25]([CH3:26])([CH3:27])([CH3:28])[O:29][C:30](=[O:31])[NH:32][CH2:33][CH2:34][CH2:35][OH:36].[Cl-:55].[Cl-:60].[Cl-:62].[Cl:57][CH2:58][Cl:59].[K+:56].[O:37]1[CH2:38][CH2:39][O:40][CH2:41][CH2:42][O:43][CH2:44][CH2:45][O:46][CH2:47][CH2:48][O:49][CH2:50][CH2:51][O:52][CH2:53][CH2:54]1.[Zn+2:61]>>[C:1]([CH3:2])(=[O:3])[O:4][CH:5]1[C:6]([CH2:35][CH2:34][CH2:33][NH:32][C:30]([O:29][C:25]([CH3:26])([CH3:27])[CH3:28])=[O:31])([OH:37])[O:7][CH:8]([CH2:19][O:20][C:21]([CH3:22])=[O:23])[CH:9]([O:15][C:16]([CH3:17])=[O:18])[CH:10]1[O:11][C:12]([CH3:13])=[O:14].